Dataset: the Open Reaction Database (ORD), a public repository of structured organic reaction records. Task: describe an organic reaction: reactants, conditions, products, and yield Starting materials: CCS(=O)(=O)CCOc1cc(C)c(-c2cccc(COc3ccc(CCC(=O)OC(C)(C)C)cc3)c2)c(C)c1, Cc1ccccc1, O=C(O)C(F)(F)F. The product is CCS(=O)(=O)CCOc1cc(C)c(-c2cccc(COc3ccc(CCC(=O)O)cc3)c2)c(C)c1. RXN SMILES: [CH2:1]([CH3:2])[S:3](=[O:4])(=[O:5])[CH2:6][CH2:7][O:8][c:9]1[cH:10][c:11]([CH3:39])[c:12](-[c:16]2[cH:17][c:18]([CH2:22][O:23][c:24]3[cH:25][cH:26][c:27]([CH2:30][CH2:31][C:32](=[O:33])[O:34][C:35]([CH3:36])([CH3:37])[CH3:38])[cH:28][cH:29]3)[cH:19][cH:20][cH:21]2)[c:13]([CH3:15])[cH:14]1.[CH3:47][c:48]1[cH:49][cH:50][cH:51][cH:52][cH:53]1.[OH:40][C:41]([C:42]([F:43])([F:44])[F:45])=[O:46]>>[CH2:1]([CH3:2])[S:3](=[O:4])(=[O:5])[CH2:6][CH2:7][O:8][c:9]1[cH:10][c:11]([CH3:39])[c:12](-[c:16]2[cH:17][c:18]([CH2:22][O:23][c:24]3[cH:25][cH:26][c:27]([CH2:30][CH2:31][C:32](=[O:33])[OH:34])[cH:28][cH:29]3)[cH:19][cH:20][cH:21]2)[c:13]([CH3:15])[cH:14]1. Starting materials: NC(=S)N (thiourea), BrC(C)(C)C1CCCCC1 ((1-bromo-1-methyl-ethyl)-cyclohexane). Run in CO (methanol). Run at time 12 hour. Product: C1(CCCCC1)C(C)(C)S (2-Cyclohexyl-propane-2-thiol). Reaction SMILES: NC(N)=[S:3].Br[C:6]([CH:9]1[CH2:14][CH2:13][CH2:12][CH2:11][CH2:10]1)([CH3:8])[CH3:7]>CO>[CH:9]1([C:6]([SH:3])([CH3:8])[CH3:7])[CH2:14][CH2:13][CH2:12][CH2:11][CH2:10]1. Procedure: 1 mmol of thiourea is added to a stirred solution of 1 mmol of (1-bromo-1-methyl-ethyl)-cyclohexane [BRN 2424910] in methanol and the mixture is stirred for 12 hours at room temperature. The solvent is removed under reduced pressure and the residue is then suspended in 10 ml of 2N NaOH and heated at 60° C. for 3 hours. The reaction mixture is cooled to room temperature and extracted with tert-butyl methyl ether (3×). The combined organic phases are dried over sodium sulphate and concentrated by ... Reactants: N1(CCCCC1)C1CCNCC1 (4-(piperidin-1-yl)piperidine), CS(=O)(=O)OCC[C@]1(CN(CC1)C(C1=CC(=CC=C1)OC(C)C)=O)C1=CC=CC2=CC=CC=C12.C(C)#N (acetonitrile (S)-3-(2-methanesulfonyloxyethyl)-3-(1-naphthyl)-1-(3-isopropoxybenzoyl)pyrrolidine). Yields the product C1(=CC=CC2=CC=CC=C12)[C@]1(CN(CC1)C(C1=CC(=CC=C1)OC(C)C)=O)CCN1CCC(CC1)N1CCCCC1 ((S)-3-(1-naphthyl)-1-(3-isopropoxybenzoyl)-3-[2-[4-(piperidin-1-yl)piperidin-1-yl]ethyl]pyrrolidine). Reaction SMILES: [N:1]1([CH:7]2[CH2:12][CH2:11][NH:10][CH2:9][CH2:8]2)[CH2:6][CH2:5][CH2:4][CH2:3][CH2:2]1.CS(O[CH2:18][CH2:19][C@:20]1([C:37]2[C:46]3[C:41](=[CH:42][CH:43]=[CH:44][CH:45]=3)[CH:40]=[CH:39][CH:38]=2)[CH2:24][CH2:23][N:22]([C:25](=[O:36])[C:26]2[CH:31]=[CH:30][CH:29]=[C:28]([O:32][CH:33]([CH3:35])[CH3:34])[CH:27]=2)[CH2:21]1)(=O)=O.C(#N)C>>[C:37]1([C@:20]2([CH2:19][CH2:18][N:10]3[CH2:11][CH2:12][CH:7]([N:1]4[CH2:6][CH2:5][CH2:4][CH2:3][CH2:2]4)[CH2:8][CH2:9]3)[CH2:24][CH2:23][N:22]([C:25](=[O:36])[C:26]3[CH:31]=[CH:30][CH:29]=[C:28]([O:32][CH:33]([CH3:34])[CH3:35])[CH:27]=3)[CH2:21]2)[C:46]2[C:41](=[CH:42][CH:43]=[CH:44][CH:45]=2)[CH:40]=[CH:39][CH:38]=1 |f:1.2|. Reported procedure: In 30 ml of acetonitrile (S)-3-(2-methanesulfonyloxyethyl)-3-(1-naphthyl)-1-(3-isopropoxybenzoyl)pyrrolidine (3.17 g), prepared as described, supra, is mixed with an equimolar amount of 4-(piperidin-1-yl)piperidine. The reaction mixture is then heated to reflux and refluxed for about ten hours. The mixture is then concentrated under vacuum an the residue is taken up in methylene chloride and washed with a 3N solution of hydrochloric acid, followed by a wash with brine. The organic fraction is dr... Reactants: O=C1CCC(=O)N1Br, Cc1c(C(F)(F)F)c(Br)cc2cc(C(C)(C)C)n(C(=O)O)c12, ClC(Cl)(Cl)Cl, CC(C)(C#N)N=NC(C)(C)C#N. Product: CC(C)(C)c1cc2cc(Br)c(C(F)(F)F)c(C=O)c2n1C(=O)O. As a reaction SMILES: [Br:23][N:24]1[C:25](=[O:27])[CH2:28][CH2:29][C:30]1=[O:26].[C:1]([CH3:2])([CH3:3])([CH3:4])[c:5]1[n:6]([C:20](=[O:21])[OH:22])[c:7]2[c:8]([CH3:19])[c:9]([C:15]([F:16])([F:17])[F:18])[c:10]([Br:14])[cH:11][c:12]2[cH:13]1.[C:43]([Cl:44])([Cl:45])([Cl:46])[Cl:47].[N:31]([C:32]([CH3:33])([CH3:34])[C:35]#[N:36])=[N:37][C:38]([CH3:39])([CH3:40])[C:41]#[N:42]>>[C:1]([CH3:2])([CH3:3])([CH3:4])[c:5]1[n:6]([C:20](=[O:21])[OH:22])[c:7]2[c:8]([CH:19]=[O:26])[c:9]([C:15]([F:16])([F:17])[F:18])[c:10]([Br:14])[cH:11][c:12]2[cH:13]1. Reactants: CS, CCOCC, Cl, CCC(=O)C1C(=O)CC(C#N)CC1=O. Yields the product Cl, CCC(=O)C1C(=O)CC(C(=N)SC)CC1=O. Reaction SMILES: [CH3:15][SH:16].[CH3:18][CH2:19][O:20][CH2:21][CH3:22].[ClH:17].[O:1]=[C:2]1[CH2:3][CH:4]([C:13]#[N:14])[CH2:5][C:6](=[O:12])[CH:7]1[C:8]([CH2:9][CH3:10])=[O:11]>>[ClH:17].[O:1]=[C:2]1[CH2:3][CH:4]([C:13](=[NH:14])[S:16][CH3:15])[CH2:5][C:6](=[O:12])[CH:7]1[C:8]([CH2:9][CH3:10])=[O:11].